describe an organic reaction: reactants, conditions, products, and yield From a dataset of the Open Reaction Database (ORD), a public repository of structured organic reaction records. Reactants: C1CCN2[C@@H]1CNC1=C(C2=O)C=CC=C1 ((11aS)-1,2,3,10,11,11a-hexahydro-5H-pyrrolo[2,1-c][1,4]benzodiazepin-5-one), COC=1C=CC(=CC1)P2(=S)SP(=S)(S2)C=3C=CC(=CC3)OC (Lawesson's reagent). Solvent: C1(=CC=CC=C1)C (toluene). The product is C1CCN2[C@@H]1CNC1=C(C2=S)C=CC=C1 ((11aS)-1,2,3,10,11,11a-Hexahydro-5H-Pyrrolo[2,1-c][1,4]Benzodiazepin-5-Thione). Yield: 73.4%. Reaction SMILES: [CH2:1]1[C@H:5]2[CH2:6][NH:7][C:8]3[CH:15]=[CH:14][CH:13]=[CH:12][C:9]=3[C:10](=O)[N:4]2[CH2:3][CH2:2]1.COC1C=CC(P2(SP(C3C=CC(OC)=CC=3)(=S)S2)=[S:25])=CC=1>C1(C)C=CC=CC=1>[CH2:1]1[C@H:5]2[CH2:6][NH:7][C:8]3[CH:15]=[CH:14][CH:13]=[CH:12][C:9]=3[C:10](=[S:25])[N:4]2[CH2:3][CH2:2]1. Reported procedure: To 50 ml of toluene, there were added 2.02 g of (11aS)-1,2,3,10,11,11a-hexahydro-5H-pyrrolo[2,1-c][1,4]benzodiazepin-5-one prepared in Reference Example 24 and 4.04 g of the Lawesson's reagent and the mixture was heated under reflux for one hour. After cooling the reaction solution, it was concentrated. The resulting residue was subjected to silica gel column chromatography and then eluted with chloroform/acetone (99/1). The elute was concentrated and recrystallized from ethyl acetate to give 1.... The reactants are FC=1C=C(C=CC1)[C@@H]1N(CCC1)C=1C=CC=2N(N1)C(=CN2)C2=CC=CC(=N2)O ((R)-6-(6-(2-(3-fluorophenyl)pyrrolidin-1-yl)imidazo[1,2-b]pyridazin-3-yl)pyridin-2-ol), P(Br)(Br)Br (PBr3), ice. Conditions: temperature 175 celsius. The product is BrC1=CC=CC(=N1)C1=CN=C2N1N=C(C=C2)N2[C@H](CCC2)C2=CC(=CC=C2)F ((R)-3-(6-bromopyridin-2-yl)-6-(2-(3-fluorophenyl)pyrrolidin-1-yl)imidazo[1,2-b]pyridazine). RXN SMILES: [F:1][C:2]1[CH:3]=[C:4]([C@H:8]2[CH2:12][CH2:11][CH2:10][N:9]2[C:13]2[CH:14]=[CH:15][C:16]3[N:17]([C:19]([C:22]4[N:27]=[C:26](O)[CH:25]=[CH:24][CH:23]=4)=[CH:20][N:21]=3)[N:18]=2)[CH:5]=[CH:6][CH:7]=1.P(Br)(Br)[Br:30]>>[Br:30][C:26]1[N:27]=[C:22]([C:19]2[N:17]3[N:18]=[C:13]([N:9]4[CH2:10][CH2:11][CH2:12][C@@H:8]4[C:4]4[CH:5]=[CH:6][CH:7]=[C:2]([F:1])[CH:3]=4)[CH:14]=[CH:15][C:16]3=[N:21][CH:20]=2)[CH:23]=[CH:24][CH:25]=1. Reported procedure: In step 16-2, a suspension of crude (R)-6-(6-(2-(3-fluorophenyl)pyrrolidin-1-yl)imidazo[1,2-b]pyridazin-3-yl)pyridin-2-ol (16-1) (13.3 g, 35.4 mmol) in PBr3 (25 mL) was heated to 175° C. for 35 minutes. While the mixture was hot, it was poured into ice-cold 2N NaOH (1.2 L). The solid was collected by filtration and washed with H2O. The final product was dried under high vacuum overnight to give (R)-3-(6-bromopyridin-2-yl)-6-(2-(3-fluorophenyl)pyrrolidin-1-yl)imidazo[1,2-b]pyridazine (16-2) as a ...